From a dataset of the Open Reaction Database (ORD), a public repository of structured organic reaction records. describe an organic reaction: reactants, conditions, products, and yield The reactants are CI (Methyl iodide), C([O-])(O)=O.[Na+] (sodium bicarbonate), O=C1C(CNC2=C(N1)C=CC=C2)NC(=O)OC(C)(C)C (2-oxo-3-tert-butoxycarbonylamino-1,3,4,5-tetrahydro-2H-1,5-benzodiazepine). Solvent: CO (methanol). Product: O=C1C(CN(C2=C(N1)C=CC=C2)C)NC(=O)OC(C)(C)C (2-oxo-3-tert-butoxycarbonylamino-5-methyl-1,3,4,5-tetrahydro-2H-1,5-benzodiazepine). The yield is 66.9%. Reaction SMILES: CI.[C:3](=O)(O)[O-].[Na+].[O:8]=[C:9]1[NH:15][C:14]2[CH:16]=[CH:17][CH:18]=[CH:19][C:13]=2[NH:12][CH2:11][CH:10]1[NH:20][C:21]([O:23][C:24]([CH3:27])([CH3:26])[CH3:25])=[O:22]>CO>[O:8]=[C:9]1[NH:15][C:14]2[CH:16]=[CH:17][CH:18]=[CH:19][C:13]=2[N:12]([CH3:3])[CH2:11][CH:10]1[NH:20][C:21]([O:23][C:24]([CH3:27])([CH3:26])[CH3:25])=[O:22] |f:1.2|. Reported procedure: Methyl iodide (1.4 ml) and sodium bicarbonate (630 mg) were added to a solution of 2-oxo-3-tert-butoxycarbonylamino-1,3,4,5-tetrahydro-2H-1,5-benzodiazepine (832 mg) in methanol (20 ml), the mixture was refluxed for 2 days. The reaction mixture was concentrated under reduced pressure, Water (30 ml) was added to the residue and extracted with methylene chloride. The organic layer was washed with saturated brine, dried over anhydrous sodiun sulfate, and the solvent was evaporated under reduced pre... Reactants: ClC1=C(C=O)C(=CC=C1)C(F)(F)F (2-chloro-6-(trifluoromethyl)benzaldehyde), solution, C[Mg]Br (methylmagnesium bromide), CCOCC (Et2O), [NH4+].[Cl-] (NH4Cl), C(C)OCC (Diethyl ether). Solvent: C1CCOC1 (THF). The product is ClC1=C(C(=CC=C1)C(F)(F)F)C(C)O (1-[2-Chloro-6-(trifluoromethyl)phenyl]ethanol). As a reaction SMILES: [Cl:1][C:2]1[CH:9]=[CH:8][CH:7]=[C:6]([C:10]([F:13])([F:12])[F:11])[C:3]=1[CH:4]=[O:5].[CH3:14][Mg]Br.CCOCC.[NH4+].[Cl-]>C1COCC1>[Cl:1][C:2]1[CH:9]=[CH:8][CH:7]=[C:6]([C:10]([F:11])([F:12])[F:13])[C:3]=1[CH:4]([OH:5])[CH3:14] |f:3.4|. Reported procedure: To a solution of 2-chloro-6-(trifluoromethyl)benzaldehyde (266.9 mg, 1.280 mmol, 1 eq) in anhydrous THF (5 mL) at 0° C. under nitrogen, a 3.0 M solution of methylmagnesium bromide in Et2O (0.50 mL, 1.5 mmol, 1.2 eq) was added and the reaction was allowed to stir and warm to ambient temperature overnight. The reaction mixture was again cooled to 0° C. and saturated NH4Cl was added. Diethyl ether was also added and the layers were separated. The combined organic layers were washed with brine, drie... Reported procedure: tert-Butyl((1S,2R)-3-amino-1-(6-(tert-butyl)imidazo[1,2-a]pyridin-2-yl)-2-methyl-3-oxopropyl)carbamate (Preparation 37, 311 mg) was dissolved in dichloromethane (ca 4 mL) and excess trifluoroacetic acid (ca 0.5 mL) was added. The reaction mixture was stirred for 18 hours then the solvent was removed in vacuo. The residue was dissolved in dichloromethane and washed with saturated aqueous sodium bicarbonate. The product stayed in the aqueous phase. The aqueous phase was adjusted to pH=10 with 1N s... The yield is 102.3%. Reaction SMILES: C(OC(=O)[NH:7][C@H:8]([C:14]1[N:15]=[C:16]2[CH:21]=[CH:20][C:19]([C:22]([CH3:25])([CH3:24])[CH3:23])=[CH:18][N:17]2[CH:26]=1)[C@@H:9]([CH3:13])[C:10]([NH2:12])=[O:11])(C)(C)C.FC(F)(F)C(O)=O>ClCCl>[NH2:7][C@H:8]([C:14]1[N:15]=[C:16]2[CH:21]=[CH:20][C:19]([C:22]([CH3:25])([CH3:24])[CH3:23])=[CH:18][N:17]2[CH:26]=1)[C@@H:9]([CH3:13])[C:10]([NH2:12])=[O:11]. Run at time 18 hour. Run in ClCCl (dichloromethane). Yields the product N[C@@H]([C@H](C(=O)N)C)C=1N=C2N(C=C(C=C2)C(C)(C)C)C1 ((2R,3S)-3-Amino-3-(6-tert-butylimidazo[1,2-a]pyridin-2-yl)-2-methylpropanamide). The reactants are C(C)(C)(C)OC(N[C@@H]([C@H](C(=O)N)C)C=1N=C2N(C=C(C=C2)C(C)(C)C)C1)=O (tert-Butyl((1S,2R)-3-amino-1-(6-(tert-butyl)imidazo[1,2-a]pyridin-2-yl)-2-methyl-3-oxopropyl)carbamate), FC(C(=O)O)(F)F (trifluoroacetic acid). Reactants: ClC=1C=C(CN2C(C=3C(=C(N=C(C3CC2)C(=O)OCC)O)O)=O)C=CC1F (ethyl 6-(3-chloro-4-fluorobenzyl)-3,4-dihydroxy-5-oxo-5,6,7,8-tetrahydro-2,6-naphthyridine-1-carboxylate), C[O-].[Mg+2].C[O-] (magnesium methoxide). Solvent: CN(C)C=O (DMF), CO (methanol). Reaction conditions: temperature 45 celsius, time 1 hour. Yields the product ClC=1C=C(CN2C(C3=C(C(N(C(=C3CC2)C(=O)OC)C)=O)O)=O)C=CC1F (Methyl 6-(3-chloro-4-fluorobenzyl)-4-hydroxy-2-methyl-3,5-dioxo-2,3,5,6,7,8-hexahydro-2,6-naphthyridine-1-carboxylate). As a reaction SMILES: [Cl:1][C:2]1[CH:3]=[C:4]([CH:24]=[CH:25][C:26]=1[F:27])[CH2:5][N:6]1[CH2:15][CH2:14][C:13]2[C:12]([C:16]([O:18][CH2:19]C)=[O:17])=[N:11][C:10]([OH:21])=[C:9]([OH:22])[C:8]=2[C:7]1=[O:23].[CH3:28][O-].[Mg+2].C[O-]>CN(C=O)C.CO>[Cl:1][C:2]1[CH:3]=[C:4]([CH:24]=[CH:25][C:26]=1[F:27])[CH2:5][N:6]1[CH2:15][CH2:14][C:13]2[C:8](=[C:9]([OH:22])[C:10](=[O:21])[N:11]([CH3:28])[C:12]=2[C:16]([O:18][CH3:19])=[O:17])[C:7]1=[O:23] |f:1.2.3|. Reported procedure: To a stirred suspension of ethyl 6-(3-chloro-4-fluorobenzyl)-3,4-dihydroxy-5-oxo-5,6,7,8-tetrahydro-2,6-naphthyridine-1-carboxylate (40 g) in DMF (200 mL) was added magnesium methoxide in methanol (100 mL). The mixture heated at 40-50° C. for 3 hours. The excess methanol distilled off, and methyl tosylate (18 mL) was added. The reaction mixture was heated at 50° C. overnight, then cooled to 25° C., and then quenched into 1N HCl (100 mL). The suspension stirred for 1 hour at ambient temperature. ... Reactants: O=C(O)c1cc(C(F)(F)F)cc(C(F)(F)F)c1, CC(C)(C)OC(=O)N1CCC(N)C(c2cccc(Cl)c2)C1, Cc1ccc(S(=O)(=O)O)cc1. Yields the product CC(C)(C)OC(=O)N1CCC(NC(=O)c2cc(C(F)(F)F)cc(C(F)(F)F)c2)C(c2cccc(Cl)c2)C1. Reaction SMILES: [F:33][C:34]([c:35]1[cH:36][c:37]([C:38](=[O:39])[OH:40])[cH:41][c:42]([C:44]([F:45])([F:46])[F:47])[cH:43]1)([F:48])[F:49].[NH2:12][CH:13]1[CH:14]([c:26]2[cH:27][c:28]([Cl:32])[cH:29][cH:30][cH:31]2)[CH2:15][N:16]([C:19](=[O:20])[O:21][C:22]([CH3:23])([CH3:24])[CH3:25])[CH2:17][CH2:18]1.[c:1]1([CH3:2])[cH:3][cH:4][c:5]([S:6]([OH:7])(=[O:8])=[O:9])[cH:10][cH:11]1>>[NH:12]([CH:13]1[CH:14]([c:26]2[cH:27][c:28]([Cl:32])[cH:29][cH:30][cH:31]2)[CH2:15][N:16]([C:19](=[O:20])[O:21][C:22]([CH3:23])([CH3:24])[CH3:25])[CH2:17][CH2:18]1)[C:38]([c:37]1[cH:36][c:35]([C:34]([F:33])([F:48])[F:49])[cH:43][c:42]([C:44]([F:45])([F:46])[F:47])[cH:41]1)=[O:39]. Reaction SMILES: [CH2:1]([Mg]Br)[CH3:2].[CH3:5][O:6][CH:7]1[CH2:11][N:10]([C:12]([O:14][CH2:15][C:16]2[CH:21]=[CH:20][CH:19]=[CH:18][CH:17]=2)=[O:13])[CH:9]([C:22]([O:24]C)=O)[CH2:8]1>C(OCC)C.[Cl-].[NH4+].CC(C)[O-].[Ti+4].CC(C)[O-].CC(C)[O-].CC(C)[O-]>[OH:24][C:22]1([CH:9]2[CH2:8][CH:7]([O:6][CH3:5])[CH2:11][N:10]2[C:12]([O:14][CH2:15][C:16]2[CH:17]=[CH:18][CH:19]=[CH:20][CH:21]=2)=[O:13])[CH2:2][CH2:1]1 |f:3.4,5.6.7.8.9|. Run at time 1 hour. The reagents and catalysts are [Cl-].[NH4+] (ammonium chloride), CC([O-])C.[Ti+4].CC([O-])C.CC([O-])C.CC([O-])C (titanium (IV) isopropoxide). Run in C(C)OCC (diethyl ether). Procedure: A 3M solution of ethylmagnesium bromide (1.43 mL, 4.30 mmol) was added over a period of 40-60 minutes under stirring to a room temperature solution of 1-benzyl 2-methyl 4-methoxypyrrolidine-1,2-dicarboxylate (420 mg, 1.43 mmol) and titanium (IV) isopropoxide (0.086 mL, 0.286 mmol) in diethyl ether. The mixture was stirred for 1 hour at room temperature. The reaction was cooled to 0° C., treated with a few drops of saturated aqueous ammonium chloride, filtered through celite, and washed with diet... Yields the product OC1(CC1)C1N(CC(C1)OC)C(=O)OCC1=CC=CC=C1 (benzyl 2-(1-hydroxycyclopropyl)-4-methoxypyrrolidine-1-carboxylate). Starting materials: solution, C(C)[Mg]Br (ethylmagnesium bromide), COC1CC(N(C1)C(=O)OCC1=CC=CC=C1)C(=O)OC (1-benzyl 2-methyl 4-methoxypyrrolidine-1,2-dicarboxylate). Starting materials: O=C1N(C2CC2N1)C(=O)OCC1=CC=CC=C1 (benzyl 3-oxo-2,4-diazabicyclo[3.1.0]hexane-2-carboxylate), BrC1=CC(=NC=C1)OC (4-bromo-2-methoxypyridine), CC1(C2=C(C(=CC=C2)P(C3=CC=CC=C3)C4=CC=CC=C4)OC5=C(C=CC=C51)P(C6=CC=CC=C6)C7=CC=CC=C7)C (xantphos), C([O-])([O-])=O.[Cs+].[Cs+] (cesium carbonate). Reagents/catalysts: C=1C=CC(=CC1)/C=C/C(=O)/C=C/C2=CC=CC=C2.C=1C=CC(=CC1)/C=C/C(=O)/C=C/C2=CC=CC=C2.C=1C=CC(=CC1)/C=C/C(=O)/C=C/C2=CC=CC=C2.[Pd].[Pd] (Pd2(dba)3). Solvent: O1CCOCC1 (1,4-dioxane). Yields the product COC1=NC=CC(=C1)N1C(N(C2CC12)C(=O)OCC1=CC=CC=C1)=O (benzyl 4-(2-methoxypyridin-4-yl)-3-oxo-2,4-diazabicyclo[3.1.0]hexane-2-carboxylate). Isolated yield 41.1%. Reaction SMILES: [O:1]=[C:2]1[NH:7][CH:6]2[CH:4]([CH2:5]2)[N:3]1[C:8]([O:10][CH2:11][C:12]1[CH:17]=[CH:16][CH:15]=[CH:14][CH:13]=1)=[O:9].Br[C:19]1[CH:24]=[CH:23][N:22]=[C:21]([O:25][CH3:26])[CH:20]=1.CC1(C)C2C(=C(P(C3C=CC=CC=3)C3C=CC=CC=3)C=CC=2)OC2C(P(C3C=CC=CC=3)C3C=CC=CC=3)=CC=CC1=2.C(=O)([O-])[O-].[Cs+].[Cs+]>C1C=CC(/C=C/C(/C=C/C2C=CC=CC=2)=O)=CC=1.C1C=CC(/C=C/C(/C=C/C2C=CC=CC=2)=O)=CC=1.C1C=CC(/C=C/C(/C=C/C2C=CC=CC=2)=O)=CC=1.[Pd].[Pd].O1CCOCC1>[CH3:26][O:25][C:21]1[CH:20]=[C:19]([N:7]2[CH:6]3[CH:4]([CH2:5]3)[N:3]([C:8]([O:10][CH2:11][C:12]3[CH:17]=[CH:16][CH:15]=[CH:14][CH:13]=3)=[O:9])[C:2]2=[O:1])[CH:24]=[CH:23][N:22]=1 |f:3.4.5,6.7.8.9.10|. Reported procedure: Using analogous reagents and reaction conditions as described in Example 1 above, benzyl 3-oxo-2,4-diazabicyclo[3.1.0]hexane-2-carboxylate (50 mg, 0.215 mmol) was reacted with 4-bromo-2-methoxypyridine (44.5 mg, 0.237 mmol), xantphos (11 mg, 0.019 mmol), Pd2(dba)3 (6.0 mg, 0.006 mmol), cesium carbonate (105 mg, 0.32 mmol) and 1,4-dioxane (3.0 mL) in seal tube at 100° C. for 2.5 hours. Purification by column chromatography on silica gel (50% ethyl acetate in hexane) afforded (35% ethyl acetate in...